From a dataset of the Open Reaction Database (ORD), a public repository of structured organic reaction records. describe an organic reaction: reactants, conditions, products, and yield Starting materials: surfuric acid, ClC1=CC(N(C(N1C)=O)C)=O (6-chloro-1,3-dimethyluracil), [N+](=O)(O)[O-] (nitric acid). Product: ClC1=C(C(N(C(N1C)=O)C)=O)[N+](=O)[O-] (6-chloro-1,3-dimethyl-5-nitrouracil). As a reaction SMILES: [Cl:1][C:2]1[N:7]([CH3:8])[C:6](=[O:9])[N:5]([CH3:10])[C:4](=[O:11])[CH:3]=1.[N+:12]([O-])([OH:14])=[O:13]>>[Cl:1][C:2]1[N:7]([CH3:8])[C:6](=[O:9])[N:5]([CH3:10])[C:4](=[O:11])[C:3]=1[N+:12]([O-:14])=[O:13]. Reported procedure: To 25 ml of surfuric acid was gradually added 8.5 g (0.049 mol) of 6-chloro-1,3-dimethyluracil as described in Synthesis Example 1. To the solution was gradually added at 0° to 5° C. 8.5 ml of fuming nitric acid and the mixture was stirred for 5 minutes. The reaction solution was poured onto ice and extracted twice with chloroform. The organic layer was dried with anhydrous magnesium sulfate, concentrated and the crystals thus-obtained were recrystallized from a solvent mixture of ethyl acetate ... The solvent is ClCCl (dichloromethane). Starting materials: B(Br)(Br)Br (Boron tribromide), ClC1=CC(=C(C=C1)OC)C(C(F)(F)F)(C)C (4-chloro-1-methoxy-2-(1,1,1-trifluoro-2-methylpropan-2-yl)benzene). As a reaction SMILES: B(Br)(Br)Br.[Cl:5][C:6]1[CH:11]=[CH:10][C:9]([O:12]C)=[C:8]([C:14]([CH3:20])([CH3:19])[C:15]([F:18])([F:17])[F:16])[CH:7]=1>ClCCl>[Cl:5][C:6]1[CH:11]=[CH:10][C:9]([OH:12])=[C:8]([C:14]([CH3:20])([CH3:19])[C:15]([F:16])([F:17])[F:18])[CH:7]=1. Conditions: temperature -78 celsius, time 30 minute. Procedure: Boron tribromide (1 M in dichloromethane, 16.8 mL, 16.8 mmol) was added drop-wise over 10 minutes to a −78° C. solution of 4-chloro-1-methoxy-2-(1,1,1-trifluoro-2-methylpropan-2-yl)benzene (C47) (850 mg, 3.36 mmol) in dichloromethane (10 mL). After stirring at −78° C. for 30 minutes, the reaction mixture was heated to 40° C. and held at that temperature for 24 hours. The reaction mixture was then cooled to −78° C. and quenched with saturated aqueous sodium bicarbonate solution (10 mL). The pH wa... Yields the product ClC1=CC(=C(C=C1)O)C(C(F)(F)F)(C)C (4-chloro-2-(1,1,1-trifluoro-2-methylpropan-2-yl)phenol).